Dataset: the Open Reaction Database (ORD), a public repository of structured organic reaction records. Task: describe an organic reaction: reactants, conditions, products, and yield The product is CC1Cc2cccc(-c3ccccc3)c2C1=O. RXN SMILES: [Br:1][c:2]1[cH:3][cH:4][cH:5][c:6]2[c:10]1[C:9](=[O:11])[CH:8]([CH3:12])[CH2:7]2.[C:53]([O-:54])(=[O:55])[CH3:56].[C:58]([O-:59])(=[O:60])[CH3:61].[CH2:47]([CH2:48][O:49][CH3:50])[O:51][CH3:52].[Na+:22].[Na+:23].[O-:24][C:25](=[O:26])[O-:27].[OH2:62].[OH:13][B:14]([OH:15])[c:16]1[cH:17][cH:18][cH:19][cH:20][cH:21]1.[Pd+2:57].[c:28]1([P:29]([c:30]2[cH:31][cH:32][cH:33][cH:34][cH:35]2)[c:36]2[cH:37][cH:38][cH:39][cH:40][cH:41]2)[cH:42][cH:43][cH:44][cH:45][cH:46]1>>[c:2]1(-[c:16]2[cH:17][cH:18][cH:19][cH:20][cH:21]2)[cH:3][cH:4][cH:5][c:6]2[c:10]1[C:9](=[O:11])[CH:8]([CH3:12])[CH2:7]2. Starting materials: CC1Cc2cccc(Br)c2C1=O, CC(=O)[O-], CC(=O)[O-], COCCOC, [Na+], [Na+], O=C([O-])[O-], O, OB(O)c1ccccc1, [Pd+2], c1ccc(P(c2ccccc2)c2ccccc2)cc1. The reactants are CC(C)(C)C(=O)OCI, CN(C)C=O, CC(O)C1C(=O)N2C(C(=O)[O-])=C(Oc3cccc(F)c3)SC12, [K+]. The product is CC(O)C1C(=O)N2C(C(=O)OCOC(=O)C(C)(C)C)=C(Oc3cccc(F)c3)SC12. RXN SMILES: [C:24]([C:25]([CH3:26])([CH3:27])[CH3:28])(=[O:29])[O:30][CH2:31][I:32].[CH3:33][N:34]([CH3:35])[CH:36]=[O:37].[F:1][c:2]1[cH:3][c:4]([O:5][C:6]2=[C:7]([C:17](=[O:18])[O-:19])[N:8]3[C:9](=[O:16])[CH:10]([CH:13]([CH3:14])[OH:15])[CH:11]3[S:12]2)[cH:20][cH:21][cH:22]1.[K+:23]>>[F:1][c:2]1[cH:3][c:4]([O:5][C:6]2=[C:7]([C:17](=[O:18])[O:19][CH2:31][O:30][C:24]([C:25]([CH3:26])([CH3:27])[CH3:28])=[O:29])[N:8]3[C:9](=[O:16])[CH:10]([CH:13]([CH3:14])[OH:15])[CH:11]3[S:12]2)[cH:20][cH:21][cH:22]1. Reactants: O (water), BrC1=CC=C(C(=N1)C(=O)OC)O (methyl 6-bromo-3-hydroxypicolinate), C1=CC=C(C=C1)CBr (BnBr), C(=O)([O-])[O-].[K+].[K+] (K2CO3). The solvent is C1CCOC1 (THF). Run at time 3 hour. The product is C(C1=CC=CC=C1)OC=1C(=NC(=CC1)Br)C(=O)OC (methyl 3-(benzyloxy)-6-bromopicolinate). The yield is 72.2%. As a reaction SMILES: [Br:1][C:2]1[N:7]=[C:6]([C:8]([O:10][CH3:11])=[O:9])[C:5]([OH:12])=[CH:4][CH:3]=1.[CH:13]1[CH:18]=[CH:17][C:16]([CH2:19]Br)=[CH:15][CH:14]=1.C([O-])([O-])=O.[K+].[K+].O>C1COCC1>[CH2:19]([O:12][C:5]1[C:6]([C:8]([O:10][CH3:11])=[O:9])=[N:7][C:2]([Br:1])=[CH:3][CH:4]=1)[C:16]1[CH:17]=[CH:18][CH:13]=[CH:14][CH:15]=1 |f:2.3.4|. Reported procedure: A mixture of methyl 6-bromo-3-hydroxypicolinate (500 mg, 2.15 mmol), BnBr (443 mg, 3.25 mmol) and K2CO3 (595 mg, 4.31 mmol) in THF (5 mL) was stirred at RT for 3 h. Then water was added and the mixture was extracted with EtOAc (20 mL*3). The organic layer was dried over Na2SO4 and concentrated to give crude methyl 3-(benzyloxy)-6-bromopicolinate (500 mg, yield 72%), which was used for the next step without further purification. MS (M+H)+: 322/324. The reactants are CC(C)(O)C1=C(C=C(C=C1)O)O (α-Methyl-α-(2′,4′-dihydroxyphenyl) ethanol). Solvent: C(C)(=O)OC(C)=O (acetic anhydride). Run at time 30 minute. Product: C(C)(=O)OC1=C(C=CC(=C1)OC(C)=O)C(=C)C (2-(2′,4′-diacetoxyphenyl)propene). Yield: 142299.4%. RXN SMILES: [CH3:1][C:2]([C:5]1[CH:10]=[CH:9][C:8]([OH:11])=[CH:7][C:6]=1[OH:12])(O)[CH3:3]>C(OC(=O)C)(=O)C>[C:8]([O:12][C:6]1[CH:7]=[C:8]([O:11][C:6](=[O:12])[CH3:5])[CH:9]=[CH:10][C:5]=1[C:2]([CH3:3])=[CH2:1])(=[O:11])[CH3:7]. Procedure details: Compound (23) (1.7 g, 0.012 mmol) was dissolved in acetic anhydride (3.3 ml), and the solution was stirred for 30 minutes, and refluxed for four hours. The reaction solution was extracted with organic solvent, washed, dried and purified by using column chromatography (eluent: hexane/ethyl acetate=6/1), to obtain 2 g (85%) of pure compound (24).